From a dataset of the Open Reaction Database (ORD), a public repository of structured organic reaction records. describe an organic reaction: reactants, conditions, products, and yield The reactants are CC(=O)O, CN(C)CN(C)C, OCc1ccco1. Yields the product CN(C)Cc1ccc(CO)o1. As a reaction SMILES: [CH3:15][C:16](=[O:17])[OH:18].[CH3:1][N:2]([CH3:3])[CH2:4][N:5]([CH3:6])[CH3:7].[o:8]1[c:9]([CH2:13][OH:14])[cH:10][cH:11][cH:12]1>>[CH3:1][N:2]([CH3:3])[CH2:4][c:12]1[o:8][c:9]([CH2:13][OH:14])[cH:10][cH:11]1. Reactants: ClC(=O)C1=CN(C=C1C1CC1)C1=CC=NC2=CC=CC=C12 (3-chlorocarbonyl-4-cyclopropyl-1-(quinolin-4-yl)-1H-pyrrole), C[O-].[Na+] (sodium methoxide), Cl.NC(=N)N (guanidine hydrochloride). The solvent is C(Cl)(Cl)Cl (chloroform), COCCOC (1,2-dimethoxyethane), CO (methanol), CO (methanol). Reaction conditions: temperature 20 celsius, time 0.5 hour. Yields the product C1(CC1)C=1C(=CN(C1)C1=CC=NC2=CC=CC=C12)C(=O)NC(=N)N (4-cyclopropyl-3-guanidinocarbonyl-1-(quinolin-4-yl)-1H-pyrrole). The yield is 63.8%. Reaction SMILES: C[O-].[Na+].Cl.[NH2:5][C:6]([NH2:8])=[NH:7].Cl[C:10]([C:12]1[C:16]([CH:17]2[CH2:19][CH2:18]2)=[CH:15][N:14]([C:20]2[C:29]3[C:24](=[CH:25][CH:26]=[CH:27][CH:28]=3)[N:23]=[CH:22][CH:21]=2)[CH:13]=1)=[O:11]>COCCOC.C(Cl)(Cl)Cl.CO>[CH:17]1([C:16]2[C:12]([C:10]([NH:7][C:6]([NH2:8])=[NH:5])=[O:11])=[CH:13][N:14]([C:20]3[C:29]4[C:24](=[CH:25][CH:26]=[CH:27][CH:28]=4)[N:23]=[CH:22][CH:21]=3)[CH:15]=2)[CH2:19][CH2:18]1 |f:0.1,2.3|. Reported procedure: 1.19 g (22 mmol) of sodium methoxide are added to 25 mL of methanol at a temperature in the region of 20° C. under an argon atmosphere. After total dissolution, 2.2 g (23 mmol) of guanidine hydrochloride are added. After stirring at a temperature in the region of 20° C. for 0.5 hour, the reaction mixture is concentrated to dryness under reduced pressure (2.7 kPa) to give a residue, which is suspended in 50 mL of 1,2-dimethoxyethane and then concentrated to dryness again. The residue is suspended... Starting materials: CC1(C=2C=CC(=CC2C(CC1)(C)C)C(=C)C=1C=C(C=CC1)C=CC(=O)OCC)C (Ethyl 3-{3-[1-(5,5,8,8-tetramethyl-5,6,7,8-tetrahydro-2-naphthyl)vinyl]phenyl}acrylate), [OH-].[Na+] (sodium hydroxide), Cl (HCl). Solvent: C1CCOC1 (THF). Yields the product CC1(C=2C=CC(=CC2C(CC1)(C)C)C(=C)C=1C=C(C=CC1)C=CC(=O)O)C (3-{3 -[1-(5,5,8,8-Tetramethyl-5,6,7,8-tetrahydro-2-naphthyl)vinyl]phenyl}acrylic acid). RXN SMILES: [CH3:1][C:2]1([CH3:29])[CH2:11][CH2:10][C:9]([CH3:13])([CH3:12])[C:8]2[CH:7]=[C:6]([C:14]([C:16]3[CH:17]=[C:18]([CH:22]=[CH:23][C:24]([O:26]CC)=[O:25])[CH:19]=[CH:20][CH:21]=3)=[CH2:15])[CH:5]=[CH:4][C:3]1=2.[OH-].[Na+].Cl>C1COCC1>[CH3:1][C:2]1([CH3:29])[CH2:11][CH2:10][C:9]([CH3:12])([CH3:13])[C:8]2[CH:7]=[C:6]([C:14]([C:16]3[CH:17]=[C:18]([CH:22]=[CH:23][C:24]([OH:26])=[O:25])[CH:19]=[CH:20][CH:21]=3)=[CH2:15])[CH:5]=[CH:4][C:3]1=2 |f:1.2|. Procedure details: A solution of the product of Example 11 (690 mg, 1.8 mmol) and sodium hydroxide (285 mg) in THF (20 ml) is refluxed for 8 h, acidified to pH 1 (concentrated HCl), extracted with ethyl acetate and washed with water. After drying, the organic phase is concentrated on a rotary evaporator under vacuum at 40° C. and the product is washed with heptane. Starting materials: ClC(C(=O)N=C=O)(Cl)Cl (trichloroacetyl isocyanate), O1C(=CC=C1)/C(/C(=O)N[C@H]1[C@@H]2N(C(=C(CS2)CO)C(=O)O)C1=O)=N/OC ((6R,7R)-7-[Z-2-(fur-2-yl)-2-methyoxyiminoacetamido]-3-hydroxymethylceph-3-em-4-carboxylic acid), C(C)(=O)[O-].[Na+] (sodium acetate). Solvent: ClCCl (dichloromethane), C1CCOC1 (THF), CO (Methanol), C1CCOC1 (THF). Reaction conditions: time 10 minute. Yields the product CO/N=C(/C1=CC=CO1)\C(=O)N[C@H]2[C@@H]3N(C2=O)C(=C(CS3)COC(=O)N)C(=O)[O-].[Na+] (sodium cefuroxime). Reaction SMILES: ClC(Cl)(Cl)[C:3]([N:5]=C=O)=[O:4].[O:10]1[CH:14]=[CH:13][CH:12]=[C:11]1/[C:15](=[N:33]/[O:34][CH3:35])/[C:16]([NH:18][C@@H:19]1[C:31](=[O:32])[N:21]2[C:22]([C:28]([OH:30])=[O:29])=[C:23]([CH2:26][OH:27])[CH2:24][S:25][C@H:20]12)=[O:17].C([O-])(=O)C.[Na+:40]>CO.C1COCC1.ClCCl>[CH3:35][O:34]/[N:33]=[C:15](\[C:16]([NH:18][C@@H:19]1[C:31](=[O:32])[N:21]2[C:22]([C:28]([O-:30])=[O:29])=[C:23]([CH2:26][O:27][C:3]([NH2:5])=[O:4])[CH2:24][S:25][C@H:20]12)=[O:17])/[C:11]1[O:10][CH:14]=[CH:13][CH:12]=1.[Na+:40] |f:2.3,7.8|. Procedure: A mixture of THF (60 ml), dichloromethane (25 ml), and trichloroacetyl isocyanate (6.2 ml) was protected from moisture and cooled to -10°.To the stirred mixture was added (6R,7R)-7-[Z-2-(fur-2-yl)-2-methyoxyiminoacetamido]-3-hydroxymethylceph-3-em-4-carboxylic acid (10 g) in one charge followed by THF (20 ml). The mixture was stirred for 10 minutes at 0° to +5° to give a clear solution. Methanol (6.6 ml) was added, followed by portionwise addition of anhydrous sodium acetate (0.3 g) to raise the...